This data is from the Open Reaction Database (ORD), a public repository of structured organic reaction records. The task is: describe an organic reaction: reactants, conditions, products, and yield Starting materials: C(C)(C)(CC(C)(C)C)C1=CC(=C(N)C=C1)[N+](=O)[O-] (4-tert-octyl-2-nitroaniline), N(=O)[O-].[Na+] (sodium nitrite), diazonium chloride, Cl (hydrochloric acid), hydrochloride salt. Run in O (water), O (water), C1(=CC=CC=C1)C (toluene). Run at temperature 38 celsius, time 1 hour. Yields the product [Cl-].C(C)(C)(CC(C)(C)C)C1=CC(=C(C=C1)[N+]#N)[N+](=O)[O-] (4-tert-Octyl-2-nitrobenzene Diazonium Chloride). Reaction SMILES: [C:1]([C:9]1[CH:15]=[CH:14][C:12]([NH2:13])=[C:11]([N+:16]([O-:18])=[O:17])[CH:10]=1)([CH2:4][C:5]([CH3:8])([CH3:7])[CH3:6])([CH3:3])[CH3:2].[ClH:19].[N:20]([O-])=O.[Na+]>C1(C)C=CC=CC=1.O>[Cl-:19].[C:1]([C:9]1[CH:15]=[CH:14][C:12]([N+:13]#[N:20])=[C:11]([N+:16]([O-:18])=[O:17])[CH:10]=1)([CH2:4][C:5]([CH3:8])([CH3:7])[CH3:6])([CH3:2])[CH3:3] |f:2.3,6.7|. Reported procedure: In a 100-ml flask fitted with a stirrer and thermometer, 15.0 grams (0.06 mole) of 4-tert-octyl-2-nitroaniline is suspended in 20 ml of toluene. To this is added at 25° C. 17.3 grams (0.18 mole) of concentrated hydrochloric acid. The suspension is stirred at 38° C. for 1 hour followed by the addition of 6 ml of water. The mixture becomes thick as the corresponding hydrochloride salt crystallized as a granular precipitate. The mixture is cooled to 0° C. and diazotized by the addition over a perio... Starting materials: CC(C)(C)OC(=O)N1C2C=C([Sn](C)(C)C)CC1CC2, O=C(C=Cc1ccccc1)C=Cc1ccccc1, O=C(C=Cc1ccccc1)C=Cc1ccccc1, O=C(C=Cc1ccccc1)C=Cc1ccccc1, [Cl-], [F-], [K+], [Li+], CN(C)C=O, [Pd], [Pd], c1ccc([As](c2ccccc2)c2ccccc2)cc1, O=C1OC(COc2ccon2)CN1c1ccc(I)c(F)c1. The product is CC(C)(C)OC(=O)N1C2C=C(c3ccc(N4CC(COc5ccon5)OC4=O)cc3F)CC1CC2. Reaction SMILES: [C:43]([CH3:44])([CH3:45])([CH3:46])[O:47][C:48](=[O:49])[N:50]1[CH:51]2[CH:52]=[C:53]([Sn:58]([CH3:59])([CH3:60])[CH3:61])[CH2:54][CH:55]1[CH2:56][CH2:57]2.[CH:107](=[CH:108][C:109]([CH:110]=[CH:111][c:112]1[cH:113][cH:114][cH:115][cH:116][cH:117]1)=[O:118])[c:119]1[cH:120][cH:121][cH:122][cH:123][cH:124]1.[CH:71](=[CH:72][C:73]([CH:74]=[CH:75][c:76]1[cH:77][cH:78][cH:79][cH:80][cH:81]1)=[O:82])[c:83]1[cH:84][cH:85][cH:86][cH:87][cH:88]1.[CH:89](=[CH:90][C:91]([CH:92]=[CH:93][c:94]1[cH:95][cH:96][cH:97][cH:98][cH:99]1)=[O:100])[c:101]1[cH:102][cH:103][cH:104][cH:105][cH:106]1.[Cl-:21].[F-:62].[K+:63].[Li+:20].[O:64]=[CH:65][N:66]([CH3:67])[CH3:68].[Pd:69].[Pd:70].[cH:1]1[cH:2][cH:3][c:4]([As:5]([c:6]2[cH:7][cH:8][cH:9][cH:10][cH:11]2)[c:12]2[cH:13][cH:14][cH:15][cH:16][cH:17]2)[cH:18][cH:19]1.[o:22]1[n:23][c:24]([O:27][CH2:28][CH:29]2[CH2:30][N:31]([c:35]3[cH:36][c:37]([F:42])[c:38]([I:41])[cH:39][cH:40]3)[C:32](=[O:34])[O:33]2)[cH:25][cH:26]1>>[o:22]1[n:23][c:24]([O:27][CH2:28][CH:29]2[CH2:30][N:31]([c:35]3[cH:36][c:37]([F:42])[c:38]([C:53]4=[CH:52][CH:51]5[N:50]([C:48]([O:47][C:43]([CH3:44])([CH3:45])[CH3:46])=[O:49])[CH:55]([CH2:54]4)[CH2:56][CH2:57]5)[cH:39][cH:40]3)[C:32](=[O:34])[O:33]2)[cH:25][cH:26]1. The reactants are [N+](=O)([O-])C=1C=C(C=CC1)CC(=O)NC=1C=C(C=CC1)NC(OC(C)(C)C)=O (tert-butyl (3-{[(3-nitrophenyl)acetyl]amino}phenyl)carbamate), Cl (hydrogen chloride). Solvent: O1CCOCC1 (1,4-dioxane). Reaction conditions: time 2 hour. The product is Cl.NC=1C=C(C=CC1)NC(CC1=CC(=CC=C1)[N+](=O)[O-])=O (N-(3-Aminophenyl)-2-(3-nitrophenyl)acetamide hydrochloride). Yield: 100.0%. RXN SMILES: [N+:1]([C:4]1[CH:5]=[C:6]([CH2:10][C:11]([NH:13][C:14]2[CH:15]=[C:16]([NH:20]C(=O)OC(C)(C)C)[CH:17]=[CH:18][CH:19]=2)=[O:12])[CH:7]=[CH:8][CH:9]=1)([O-:3])=[O:2].[ClH:28]>O1CCOCC1>[ClH:28].[NH2:20][C:16]1[CH:15]=[C:14]([NH:13][C:11](=[O:12])[CH2:10][C:6]2[CH:7]=[CH:8][CH:9]=[C:4]([N+:1]([O-:3])=[O:2])[CH:5]=2)[CH:19]=[CH:18][CH:17]=1 |f:3.4|. Reported procedure: Into the reaction was added tert-butyl (3-{[(3-nitrophenyl)acetyl]amino}phenyl)carbamate (0.46 g, 1.2 mmol) and 4.0 M of hydrogen chloride in 1,4-dioxane (3 mL). The mixture was stirred at rt for 2 h. The solvent was removed under vacuum to give the desired product (0.34 g, 100%) as a white powder. LCMS for C14H13N3O3 (M+H)+: m/z=272.0.